From a dataset of the Open Reaction Database (ORD), a public repository of structured organic reaction records. describe an organic reaction: reactants, conditions, products, and yield Reactants: NC=1C=C(C=CC1)N1C2=C(NC(CC1=O)=O)C1=CC=CC=C1C=C2 (5-(3-aminophenyl)-1H-naphtho[1,2-b][1,4]diazepine-2,4(3H,5H)-dione), C1=C(C=CC2=CC=CC=C12)S(=O)(=O)Cl (naphthalene-2-sulfonyl chloride). Yields the product O=C1CC(N(C2=C(N1)C1=CC=CC=C1C=C2)C=2C=C(C=CC2)NS(=O)(=O)C2=CC1=CC=CC=C1C=C2)=O (N-[3-(2,4-Dioxo-1,2,3,4-tetrahydronaphtho[1,2-b][1,4]diazepin-5-yl)phenyl]-2-naphthalenesulfonamide). The yield is 100.0%. As a reaction SMILES: [NH2:1][C:2]1[CH:3]=[C:4]([N:8]2[C:14](=[O:15])[CH2:13][C:12](=[O:16])[NH:11][C:10]3[C:17]4[C:22]([CH:23]=[CH:24][C:9]2=3)=[CH:21][CH:20]=[CH:19][CH:18]=4)[CH:5]=[CH:6][CH:7]=1.[CH:25]1[C:34]2[C:29](=[CH:30][CH:31]=[CH:32][CH:33]=2)[CH:28]=[CH:27][C:26]=1[S:35](Cl)(=[O:37])=[O:36]>>[O:16]=[C:12]1[NH:11][C:10]2[C:17]3[C:22]([CH:23]=[CH:24][C:9]=2[N:8]([C:4]2[CH:3]=[C:2]([NH:1][S:35]([C:26]4[CH:27]=[CH:28][C:29]5[C:34](=[CH:33][CH:32]=[CH:31][CH:30]=5)[CH:25]=4)(=[O:37])=[O:36])[CH:7]=[CH:6][CH:5]=2)[C:14](=[O:15])[CH2:13]1)=[CH:21][CH:20]=[CH:19][CH:18]=3. Procedure details: By using 5-(3-aminophenyl)-1H-naphtho[1,2-b][1,4]diazepine-2,4(3H,5H)-dione obtained in Example 53, (1), and naphthalene-2-sulfonyl chloride, the title compound (yield 100%) was obtained in the same manner as that of Example 150. Reactants: C1(=CC=CC=C1)S(=O)(=O)N1C(=CC=2C1=NC=C(C2)F)C(=CC(C)C)OS(=O)(=O)C2=CC=C(C=C2)C (toluene-4-sulfonic acid 1-(1-benzenesulfonyl-5-fluoro-1H-pyrrolo[2,3-b]pyridin-2-yl)-3-methyl-but-1-enyl ester), COCCS(=O)(=O)C1=CC=C(C=C1)B(O)O (4-(2-methoxy-ethanesulfonyl)-phenylboronic acid), C([O-])([O-])=O.[Na+].[Na+] (sodium carbonate). The reagents and catalysts are Cl[Pd]([P](C1=CC=CC=C1)(C2=CC=CC=C2)C3=CC=CC=C3)([P](C4=CC=CC=C4)(C5=CC=CC=C5)C6=CC=CC=C6)Cl (dichlorobis(triphenylphosphine)palladium). The solvent is C(C)(=O)OCC (ethyl acetate), O1CCOCC1 (dioxane). Product: C1(=CC=CC=C1)S(=O)(=O)N1C(=CC=2C1=NC=C(C2)F)C(=CC(C)C)C2=CC=C(C=C2)S(=O)(=O)CCOC (1-benzenesulfonyl-5-fluoro-2-{1-[4-(2-methoxy-ethanesulfonyl)-phenyl]-3-methyl-but-1-enyl}-1H-pyrrolo[2,3-b]pyridine). Yield: 55.3%. As a reaction SMILES: [C:1]1([S:7]([N:10]2[C:14]3=[N:15][CH:16]=[C:17]([F:19])[CH:18]=[C:13]3[CH:12]=[C:11]2[C:20](OS(C2C=CC(C)=CC=2)(=O)=O)=[CH:21][CH:22]([CH3:24])[CH3:23])(=[O:9])=[O:8])[CH:6]=[CH:5][CH:4]=[CH:3][CH:2]=1.[CH3:36][O:37][CH2:38][CH2:39][S:40]([C:43]1[CH:48]=[CH:47][C:46](B(O)O)=[CH:45][CH:44]=1)(=[O:42])=[O:41].C(=O)([O-])[O-].[Na+].[Na+]>O1CCOCC1.C(OCC)(=O)C.Cl[Pd](Cl)([P](C1C=CC=CC=1)(C1C=CC=CC=1)C1C=CC=CC=1)[P](C1C=CC=CC=1)(C1C=CC=CC=1)C1C=CC=CC=1>[C:1]1([S:7]([N:10]2[C:14]3=[N:15][CH:16]=[C:17]([F:19])[CH:18]=[C:13]3[CH:12]=[C:11]2[C:20]([C:46]2[CH:47]=[CH:48][C:43]([S:40]([CH2:39][CH2:38][O:37][CH3:36])(=[O:42])=[O:41])=[CH:44][CH:45]=2)=[CH:21][CH:22]([CH3:24])[CH3:23])(=[O:9])=[O:8])[CH:6]=[CH:5][CH:4]=[CH:3][CH:2]=1 |f:2.3.4,^1:72,91|. Procedure: To a mixture of toluene-4-sulfonic acid 1-(1-benzenesulfonyl-5-fluoro-1H-pyrrolo[2,3-b]pyridin-2-yl)-3-methyl-but-1-enyl ester (prepared as in Example 99, 1 g, 2 mmol), 4-(2-methoxy-ethanesulfonyl)-phenylboronic acid (1.2 g, 5 mmol) and dichlorobis(triphenylphosphine)palladium (II) (140 mg, 0.2 mmol) in dioxane (8 mL) was added an aqueous sodium carbonate solution (2 M, 2.5 mL). The resulting mixture was subjected to microwave irradiation for 2 h at 100° C. The mixture was diluted with ethyl ace... Reactants: C1COCCN1, Cc1cc2nc(NC(=O)c3ccc(C(F)(F)F)nc3)cc(Cl)n2n1, CN(C)C=O. Yields the product Cc1cc2nc(NC(=O)c3ccc(C(F)(F)F)nc3)cc(N3CCOCC3)n2n1. Reaction SMILES: [CH2:25]1[CH2:26][O:27][CH2:28][CH2:29][NH:30]1.[Cl:1][c:2]1[cH:3][c:4]([NH:12][C:13]([c:14]2[cH:15][n:16][c:17]([C:20]([F:21])([F:22])[F:23])[cH:18][cH:19]2)=[O:24])[n:5][c:6]2[n:7]1[n:8][c:9]([CH3:11])[cH:10]2.[O:31]=[CH:32][N:33]([CH3:34])[CH3:35]>>[c:2]1([N:30]2[CH2:25][CH2:26][O:27][CH2:28][CH2:29]2)[cH:3][c:4]([NH:12][C:13]([c:14]2[cH:15][n:16][c:17]([C:20]([F:21])([F:22])[F:23])[cH:18][cH:19]2)=[O:24])[n:5][c:6]2[n:7]1[n:8][c:9]([CH3:11])[cH:10]2. Reactants: C(C)OC(C(CCC)(C(N[C@H]1C2=C(C3=C(NC1=O)C=CC=C3)C=CC=C2)=O)O)=O ((R/S)-2-hydroxy-2-((S)-6-oxo-6,7-dihydro-5H-dibenzo[b,d]azepin-7-ylcarbamoyl)-pentanoic acid ethyl ester), [OH-].[Li+] (lithiumhydroxide). The solvent is O1CCCC1 (tetrahydrofuran), O (water). Product: OC(C(=O)O)(CCC)C(N[C@H]1C2=C(C3=C(NC1=O)C=CC=C3)C=CC=C2)=O ((R/S)-2-hydroxy-2-((S)-6-oxo-6,7-dihydro-5H-dibenzo[b,d]azepin-7-ylcarbamoyl)-pentanoic acid). Isolated yield 61.1%. Reaction SMILES: C([O:3][C:4](=[O:29])[C:5]([OH:28])([C:9](=[O:27])[NH:10][C@@H:11]1[C:17](=[O:18])[NH:16][C:15]2[CH:19]=[CH:20][CH:21]=[CH:22][C:14]=2[C:13]2[CH:23]=[CH:24][CH:25]=[CH:26][C:12]1=2)[CH2:6][CH2:7][CH3:8])C.[OH-].[Li+]>O1CCCC1.O>[OH:28][C:5]([C:9](=[O:27])[NH:10][C@@H:11]1[C:17](=[O:18])[NH:16][C:15]2[CH:19]=[CH:20][CH:21]=[CH:22][C:14]=2[C:13]2[CH:23]=[CH:24][CH:25]=[CH:26][C:12]1=2)([CH2:6][CH2:7][CH3:8])[C:4]([OH:29])=[O:3] |f:1.2|. Reported procedure: A mixture of 600 mg (2 mmol) (R/S)-2-hydroxy-2-((S)-6-oxo-6,7-dihydro-5H-dibenzo[b,d]azepin-7-ylcarbamoyl)-pentanoic acid ethyl ester in 8 ml tetrahydrofuran and of 70.0 mg (2 mmol) lithiumhydroxide in 4 ml water was stirred overnight at room temperature. The solvent was evaporated and the residue extracted at pH 1 with ethylacetate to yield 450 mg (81%) (R/S)-2-hydroxy-2-((S)-6-oxo-6,7-dihydro-5H-dibenzo[b,d]azepin-7-ylcarbamoyl)-pentanoic acid, MS (m/e): 367.1 (M−H)−. The product is ClC=1C=C(C=CC1S(=O)(=O)C)C(C(=O)O)CC1COC1 (2-(3-chloro-4-methanesulfonyl-phenyl)-3-oxetan-3-yl-propionic acid). The solvent is CO (methanol), O (water). As a reaction SMILES: C[O:2][C:3](=[O:21])[CH:4]([C:10]1[CH:15]=[CH:14][C:13]([S:16]([CH3:19])(=[O:18])=[O:17])=[C:12]([Cl:20])[CH:11]=1)[CH2:5][CH:6]1[CH2:9][O:8][CH2:7]1.O.[OH-].[Li+]>CO.O>[Cl:20][C:12]1[CH:11]=[C:10]([CH:4]([CH2:5][CH:6]2[CH2:9][O:8][CH2:7]2)[C:3]([OH:21])=[O:2])[CH:15]=[CH:14][C:13]=1[S:16]([CH3:19])(=[O:17])=[O:18] |f:1.2.3|. Procedure details: 2-(3-Chloro-4-methanesulfonyl-phenyl)-3-oxetan-3-yl-propionic acid methyl ester (1.0 g, 3.00 mmol) was dissolved in methanol (50 ml) and treated with a solution of lithium hydroxide monohydrate (0.50 g, 11.92 mmol) in water (1 ml) at 25° C. It was stirred at 25° C. for 1.5 h. The reaction was then concentrated in vacuo to remove the methanol. The remaining aqueous layer was then diluted with water and acidified to pH=3 with an aqueous 1N hydrochloric acid solution. This was then extracted with m... Yield: 91.0%. Run at temperature 25 celsius, time 1.5 hour. Reactants: COC(C(CC1COC1)C1=CC(=C(C=C1)S(=O)(=O)C)Cl)=O (2-(3-Chloro-4-methanesulfonyl-phenyl)-3-oxetan-3-yl-propionic acid methyl ester), O.[OH-].[Li+] (lithium hydroxide monohydrate). Starting materials: CCOP(=O)(OCC)OCC, ClCc1cccs1. The product is CCOP(=O)(Cc1cccs1)OCC. As a reaction SMILES: [CH3:8][CH2:9][O:10][P:11](=[O:12])([O:13][CH2:14][CH3:15])[O:16][CH2:17][CH3:18].[Cl:1][CH2:2][c:3]1[s:4][cH:5][cH:6][cH:7]1>>[CH2:2]([c:3]1[s:4][cH:5][cH:6][cH:7]1)[P:11]([O:10][CH2:9][CH3:8])(=[O:12])[O:13][CH2:14][CH3:15]. Reactants: CC(C)(C)OC(=O)NC1CCC(CCN2CCC(C(=O)c3ccc(F)cc3)CC2)CC1, CC(C)OC(C)C, ClCCl, Cl, C1COCCO1. Yields the product Cl, NC1CCC(CCN2CCC(C(=O)c3ccc(F)cc3)CC2)CC1. As a reaction SMILES: [C:1]([O:2][C:3](=[O:4])[NH:7][CH:8]1[CH2:9][CH2:10][CH:11]([CH2:14][CH2:15][N:16]2[CH2:17][CH2:18][CH:19]([C:22]([c:23]3[cH:24][cH:25][c:26]([F:29])[cH:27][cH:28]3)=[O:30])[CH2:20][CH2:21]2)[CH2:12][CH2:13]1)([CH3:5])([CH3:6])[CH3:31].[CH:42]([O:43][CH:44]([CH3:45])[CH3:46])([CH3:47])[CH3:48].[Cl:39][CH2:40][Cl:41].[ClH:32].[O:33]1[CH2:34][CH2:35][O:36][CH2:37][CH2:38]1>>[ClH:32].[NH2:7][CH:8]1[CH2:9][CH2:10][CH:11]([CH2:14][CH2:15][N:16]2[CH2:17][CH2:18][CH:19]([C:22]([c:23]3[cH:24][cH:25][c:26]([F:29])[cH:27][cH:28]3)=[O:30])[CH2:20][CH2:21]2)[CH2:12][CH2:13]1. Starting materials: CO, CC(=O)O, [Fe], COC(=O)Cc1ccccc1Oc1cccc([N+](=O)[O-])c1. The product is COC(=O)Cc1ccccc1Oc1cccc(N)c1. As a reaction SMILES: [CH3:22][OH:23].[CH3:25][C:26](=[O:27])[OH:28].[Fe:24].[N+:1]([O-:2])(=[O:3])[c:4]1[cH:5][c:6]([O:7][c:8]2[c:9]([CH2:14][C:15](=[O:16])[O:17][CH3:18])[cH:10][cH:11][cH:12][cH:13]2)[cH:19][cH:20][cH:21]1>>[NH2:1][c:4]1[cH:5][c:6]([O:7][c:8]2[c:9]([CH2:14][C:15](=[O:16])[O:17][CH3:18])[cH:10][cH:11][cH:12][cH:13]2)[cH:19][cH:20][cH:21]1. The reactants are CNC, ClCCl, Cc1ccc(S(=O)(=O)n2cc(S(=O)(=O)Cl)c3cc(F)ccc32)cc1, O. The product is Cc1ccc(S(=O)(=O)n2cc(S(=O)(=O)N(C)C)c3cc(F)ccc32)cc1. RXN SMILES: [CH3:25][NH:26][CH3:27].[Cl:28][CH2:29][Cl:30].[F:1][c:2]1[cH:3][c:4]2[c:5]([S:21](=[O:22])(=[O:23])[Cl:24])[cH:6][n:7]([S:11](=[O:12])(=[O:13])[c:14]3[cH:15][cH:16][c:17]([CH3:20])[cH:18][cH:19]3)[c:8]2[cH:9][cH:10]1.[OH2:31]>>[F:1][c:2]1[cH:3][c:4]2[c:5]([S:21](=[O:22])(=[O:23])[N:26]([CH3:25])[CH3:27])[cH:6][n:7]([S:11](=[O:12])(=[O:13])[c:14]3[cH:15][cH:16][c:17]([CH3:20])[cH:18][cH:19]3)[c:8]2[cH:9][cH:10]1.